The task is: describe an organic reaction: reactants, conditions, products, and yield. This data is from the Open Reaction Database (ORD), a public repository of structured organic reaction records. Reactants: O.OC1(C(C=CC(=C1)OC1=CC=C(C2=CC=CC=C12)Cl)C(C=O)=O)O.OC1(C(C=CC(=C1)OC1=CC=C(C2=CC=CC=C12)Cl)C(C=O)=O)O (2,2-dihydroxy-4-(4-chloro-1-naphthyloxy)-α-oxo-benzeneacetaldehyde hemihydrate), NC1=CC=C(C(=O)O)C=C1 (p-aminobenzoic acid), C(C)=O (ethanal). Yields the product ClC1=CC=C(C2=CC=CC=C12)OC1=CC=C(C=C1)C(C(OCC)NC1=CC=C(C(=O)O)C=C1)=O (4-[[2-[4-[(4-Chloro-1-naphthyl)oxy]phenyl]-1-ethoxy-2-oxoethyl]amino]benzoic acid). RXN SMILES: O.O[C:3]1(O)[CH:8]=[C:7]([O:9][C:10]2[C:19]3[C:14](=[CH:15][CH:16]=[CH:17][CH:18]=3)[C:13]([Cl:20])=[CH:12][CH:11]=2)[CH:6]=[CH:5][CH:4]1[C:21](=[O:24])[CH:22]=[O:23].O[C:27]1(O)C=C(OC2C3C(=CC=CC=3)C(Cl)=CC=2)C=C[CH:28]1C(=O)C=O.[NH2:50][C:51]1[CH:59]=[CH:58][C:54]([C:55]([OH:57])=[O:56])=[CH:53][CH:52]=1.C(=O)C>>[Cl:20][C:13]1[C:14]2[C:19](=[CH:18][CH:17]=[CH:16][CH:15]=2)[C:10]([O:9][C:7]2[CH:8]=[CH:3][C:4]([C:21](=[O:24])[CH:22]([NH:50][C:51]3[CH:59]=[CH:58][C:54]([C:55]([OH:57])=[O:56])=[CH:53][CH:52]=3)[O:23][CH2:27][CH3:28])=[CH:5][CH:6]=2)=[CH:11][CH:12]=1 |f:0.1.2|. Reported procedure: A mixture of 4.2 g. of 2,2-dihydroxy-4-(4-chloro-1-naphthyloxy)-α-oxo-benzeneacetaldehyde hemihydrate, 1.76 g. of p-aminobenzoic acid and 30 ml. of absolute ethanal was refluxed overnight under argon. The solid was collected, boiled in ethanol, cooled and filtered, giving the desired product as a pale yellow solid, m.p. 155°-165° C. Reactants: Brc1ccoc1, C#CCO, [Cu]I. The product is OCC#Cc1ccoc1. Reaction SMILES: [Br:1][c:2]1[cH:3][o:4][cH:5][cH:6]1.[CH2:7]([C:8]#[CH:9])[OH:10].[Cu:11][I:12]>>[c:2]1([C:9]#[C:8][CH2:7][OH:10])[cH:3][o:4][cH:5][cH:6]1. Starting materials: Cl (hydrochloric acid), [BH4-].[Na+] (sodium borohydride), C(C1=CC=CC=C1)OC1=C(C=O)C=CC=C1OC (2-benzyloxy-3-methoxybenzaldehyde), O (water), resultant mixture. Solvent: C(C)O (ethyl alcohol), C(C)OCC (diethyl ether), C(C)O (ethyl alcohol). Conditions: temperature 0 celsius, time 10 minute. The product is C(C1=CC=CC=C1)OC1=C(C=CC=C1CO)OC (2-Benzyloxy-3-hydroxymethyl-1-methoxybenzene). The yield is 100.1%. Reaction SMILES: [BH4-].[Na+].[CH2:3]([O:10][C:11]1[C:18]([O:19][CH3:20])=[CH:17][CH:16]=[CH:15][C:12]=1[CH:13]=[O:14])[C:4]1[CH:9]=[CH:8][CH:7]=[CH:6][CH:5]=1.O.Cl>C(O)C.C(OCC)C>[CH2:3]([O:10][C:11]1[C:12]([CH2:13][OH:14])=[CH:15][CH:16]=[CH:17][C:18]=1[O:19][CH3:20])[C:4]1[CH:5]=[CH:6][CH:7]=[CH:8][CH:9]=1 |f:0.1|. Reported procedure: To a well-stirred suspension of 2.0 g (52.7 mmol) of sodium borohydride in 65 mL of ethyl alcohol at 0° C. under a nitrogen atmosphere, was slowly added 15 g (61.9 mmol) of 2-benzyloxy-3-methoxybenzaldehyde, from Step 1, in 100 mL of ethyl alcohol. The reaction mixture was stirred at 0° C. for 10 minutes and then 50 mL of water was added to quench the reaction, followed by 50 mL of diethyl ether. The mixture was slowly added to 60 mL of 10% aqueous hydrochloric acid solution at 0° C. and the res... The reactants are C(CCC)[Li] (butyllithium), O (water), FC1(C(CC(C1(F)F)(F)F)O)F (2,2,3,3,4,4-hexafluorocyclopentan-1-ol), P(=O)(OCC)(SCCC)Cl (O-ethyl S-propyl chlorothiophosphate). Solvent: CCCCCC (hexane), O1CCCC1 (tetrahydrofuran). Reaction conditions: temperature -20 celsius, time 24 hour. Product: P(=O)(OCC)(OC1C(C(C(C1)(F)F)(F)F)(F)F)SCCC (O-ethyl O-(2,2,3,3,4,4-hexafluorocyclopentyl) S-propyl thiophosphate). Yield: 22.2%. As a reaction SMILES: [F:1][C:2]1([F:12])[C:6]([F:8])([F:7])[C:5]([F:10])([F:9])[CH2:4][CH:3]1[OH:11].C([Li])CCC.[P:18](Cl)([S:23][CH2:24][CH2:25][CH3:26])([O:20][CH2:21][CH3:22])=[O:19].O>O1CCCC1.CCCCCC>[P:18]([S:23][CH2:24][CH2:25][CH3:26])([O:11][CH:3]1[CH2:4][C:5]([F:9])([F:10])[C:6]([F:7])([F:8])[C:2]1([F:12])[F:1])([O:20][CH2:21][CH3:22])=[O:19]. Procedure details: 4 g (0.02 mol) of 2,2,3,3,4,4-hexafluorocyclopentan-1-ol, dissolved in 50 ml of tetrahydrofuran, are treated, at -70° C., with 8 ml of a 2.5-molar butyllithium solution in hexane. The mixture is heated to -20° C. and 5 g (0.02 mol) of O-ethyl S-propyl chlorothiophosphate are then added dropwise. To complete the reaction, the mixture is stirred for 24 hours at 20° C., a little water is added to the reaction mixture, and the mixture is filtered through silica gel. After the solvent has been distil... The reactants are S1C(=CC=C1)S(=O)(=O)NC1CC=2C=CC(=CC2CC1)CC(=O)NC1=CC=C(C(=O)OC)C=C1 (methyl 4-{[6-(2-thienyl)sulfonylamino-5,6,7,8-tetrahydronaphthalene-2-yl]acetylamino}benzoate), CO (methanol), [OH-].[Na+] (sodium hydroxide). Solvent: O1CCCC1 (tetrahydrofuran). Run at time 8 hour. Product: S1C(=CC=C1)S(=O)(=O)NC1CC=2C=CC(=CC2CC1)CC(=O)NC1=CC=C(C(=O)O)C=C1 (4-{[6-(2-thienyl)sulfonylamino-5,6,7,8-tetrahydronaphthalene-2-yl]acetylamino}benzoic acid). Yield: 94.5%. RXN SMILES: [S:1]1[CH:5]=[CH:4][CH:3]=[C:2]1[S:6]([NH:9][CH:10]1[CH2:19][CH2:18][C:17]2[CH:16]=[C:15]([CH2:20][C:21]([NH:23][C:24]3[CH:33]=[CH:32][C:27]([C:28]([O:30]C)=[O:29])=[CH:26][CH:25]=3)=[O:22])[CH:14]=[CH:13][C:12]=2[CH2:11]1)(=[O:8])=[O:7].CO.[OH-].[Na+]>O1CCCC1>[S:1]1[CH:5]=[CH:4][CH:3]=[C:2]1[S:6]([NH:9][CH:10]1[CH2:19][CH2:18][C:17]2[CH:16]=[C:15]([CH2:20][C:21]([NH:23][C:24]3[CH:25]=[CH:26][C:27]([C:28]([OH:30])=[O:29])=[CH:32][CH:33]=3)=[O:22])[CH:14]=[CH:13][C:12]=2[CH2:11]1)(=[O:7])=[O:8] |f:2.3|. Procedure details: A mixture of 1.45 g of methyl 4-{[6-(2-thienyl)sulfonylamino-5,6,7,8-tetrahydronaphthalene-2-yl]acetylamino}benzoate, 10 ml of methanol, 9 ml of a 2N aqueous sodium hydroxide solution and 4 ml of tetrahydrofuran is stirred at room temperature overnight. Methanol and tetrahydrofuran are distilled off, and the residual mixture is washed and acidified. The precipitated crystals are collected by filtration, washed, dired and recrystallized from a mixture of tetrahydrofuran and isopropyl ether to giv... The reactants are C(#N)N=C([S-])[S-].[K+].[K+] (dipotassium N-cyano-dithioimidocarbonate), ClC1=CC=C(CCl)C=C1 (p-chlorobenzyl chloride), CO (methanol). Solvent: O (water). Conditions: time 5 hour. The product is C(#N)N=C(SCC1=CC=C(C=C1)Cl)[S-].[K+] (monopotassium S-p-chlorobenzyl N-cyano-dithioimidocarbonate). As a reaction SMILES: [C:1]([N:3]=[C:4]([S-:6])[S-:5])#[N:2].[K+:7].[K+].[Cl:9][C:10]1[CH:17]=[CH:16][C:13]([CH2:14]Cl)=[CH:12][CH:11]=1.CO>O>[C:1]([N:3]=[C:4]([S-:6])[S:5][CH2:14][C:13]1[CH:16]=[CH:17][C:10]([Cl:9])=[CH:11][CH:12]=1)#[N:2].[K+:7] |f:0.1.2,6.7|. Procedure: A mixture of 80 g of dipotassium N-cyano-dithioimidocarbonate, 64.9 g of p-chlorobenzyl chloride, 400 ml of methanol and 400 ml of water was stirred for 5 hours and the solvents were evaporated. The residue was crystallized from ethanol to obtain monopotassium S-p-chlorobenzyl N-cyano-dithioimidocarbonate with a melting point of 250° C (dec). Reactants: C1C(CC2=CC=CC=C12)CC(=O)OC (methyl (2-indanyl)acetate), CP(OC)(OC)=O (dimethyl methylphosphonate), P([O-])([O-])=O (phosphonate), C(CCC)[Li] (n-butyllithium). Solvent: C(C)(=O)O (acetic acid), O1CCCC1 (tetrahydrofuran), CCCCCC (hexane). Reaction conditions: time 5 minute. Yields the product O=C(CP(OC)(OC)=O)CC1CC2=CC=CC=C2C1 (Dimethyl 2-Oxo-3-(2-indanyl)propylphosphonate). Reaction SMILES: [CH3:1][P:2](=[O:7])([O:5][CH3:6])[O:3][CH3:4].P(=O)([O-])[O-].C([Li])CCC.[CH2:17]1[C:25]2[C:20](=[CH:21][CH:22]=[CH:23][CH:24]=2)[CH2:19][CH:18]1[CH2:26][C:27](OC)=[O:28]>O1CCCC1.CCCCCC.C(O)(=O)C>[O:28]=[C:27]([CH2:26][CH:18]1[CH2:19][C:20]2[C:25](=[CH:24][CH:23]=[CH:22][CH:21]=2)[CH2:17]1)[CH2:1][P:2](=[O:7])([O:5][CH3:6])[O:3][CH3:4]. Procedure details: A solution of 49.6 g (0.40 mole) dimethyl methylphosphonate (Aldrich) in 500 ml dry tetrahydrofuran is cooled to -78° in a dry nitrogen atmosphere. To the stirred phosphonate solution is added 188 ml of 2.34 M n-butyllithium in hexane solution (Alfa Inorganics, Inc.) dropwise over a period of 40 minutes at such a rate that the reaction temperature never rises above -65°. After an additional 5 minutes stirring at -78°, 36.0 g (0.20 mole) methyl (2-indanyl)acetate added dropwise at a rate that kee... Starting materials: CN1CCN(CCOC(=O)Oc2ccc([N+](=O)[O-])cc2)CC1, CCN(C(C)C)C(C)C, CN(C)C=O, c1ccc(C2CCNC2)cc1. Reaction SMILES: [C:1]([O:2][CH2:3][CH2:4][N:5]1[CH2:6][CH2:7][N:8]([CH3:11])[CH2:9][CH2:10]1)([O:12][c:13]1[cH:14][cH:15][c:16]([N+:17]([O-:18])=[O:19])[cH:20][cH:21]1)=[O:22].[CH:23]([N:24]([CH2:25][CH3:26])[CH:27]([CH3:28])[CH3:29])([CH3:30])[CH3:31].[O:43]=[CH:44][N:45]([CH3:46])[CH3:47].[c:32]1([CH:38]2[CH2:39][NH:40][CH2:41][CH2:42]2)[cH:33][cH:34][cH:35][cH:36][cH:37]1>>[C:1]([O:2][CH2:3][CH2:4][N:5]1[CH2:6][CH2:7][N:8]([CH3:11])[CH2:9][CH2:10]1)(=[O:22])[N:40]1[CH2:39][CH:38]([c:32]2[cH:33][cH:34][cH:35][cH:36][cH:37]2)[CH2:42][CH2:41]1. Yields the product CN1CCN(CCOC(=O)N2CCC(c3ccccc3)C2)CC1. Starting materials: Cc1c(C=O)sc(C)n1, CC1=CN=C(C=C1)N, [C-]#[N+]C1CCCCC1. The reagents and catalysts are O=C(O)C(F)(F)F (trifluoroacetic acid). Run in CC(C)O (isopropyl alcohol), CC(C)O (isopropylalcohol). Conditions: temperature 22 celsius, time 20 hour. Yields the product Cc1ccc2nc(c(NC3CCCCC3)n2c1)c1c(C)nc(C)s1. Isolated yield 14.3%. Reaction SMILES: CC1=CC=C(N)N=C1.[C-]#[N+]C1CCCCC1.CC1=NC(C)=C(S1)C=O>>CC1=NC(C)=C(S1)C1=C(NC2CCCCC2)N2C=C(C)C=CC2=N1.